From a dataset of the Open Reaction Database (ORD), a public repository of structured organic reaction records. describe an organic reaction: reactants, conditions, products, and yield The product is ClC1=C(C=CC(=C1)OCC1=NOC=N1)C(C(C(F)(F)F)(O)C1=NC=C(N=C1)C)C (3-[2-Chloro-4-([1,2,4]oxadiazol-3-ylmethoxy)-phenyl]-1,1,1-trifluoro-2-(5-methyl-pyrazin-2-yl)-butan-2-ol). The reactants are ClCC1=NOC=N1 (3-(chloromethyl)-1,2,4-oxadiazole), ClC=1C=C(C=CC1C(C(C(F)(F)F)(C1=NC=C(N=C1)C)O)C)O (3-Chloro-4-[3,3,3-trifluoro-2-hydroxy-1-methyl-2-(5-methyl-pyrazin-2-yl)-propyl]-phenol). Reaction SMILES: Cl[CH2:2][C:3]1[N:7]=[CH:6][O:5][N:4]=1.[Cl:8][C:9]1[CH:10]=[C:11]([OH:30])[CH:12]=[CH:13][C:14]=1[CH:15]([CH3:29])[C:16]([OH:28])([C:21]1[CH:26]=[N:25][C:24]([CH3:27])=[CH:23][N:22]=1)[C:17]([F:20])([F:19])[F:18]>>[Cl:8][C:9]1[CH:10]=[C:11]([O:30][CH2:2][C:3]2[N:7]=[CH:6][O:5][N:4]=2)[CH:12]=[CH:13][C:14]=1[CH:15]([CH3:29])[C:16]([C:21]1[CH:26]=[N:25][C:24]([CH3:27])=[CH:23][N:22]=1)([OH:28])[C:17]([F:18])([F:20])[F:19]. Reported procedure: The title compound was prepared in analogy to Example 74 from 3-(chloromethyl)-1,2,4-oxadiazole and 3-chloro-4-[3,3,3-trifluoro-2-hydroxy-1-methyl-2-(5-methyl-pyrazin-2-yl)-propyl]-phenol (Example 72). MS (m/e)=429.3 (MH+). The reactants are C(C)(=O)O[C@@H](C)C#C\C=C\C1=CC=CC=C1 ((E)-(2S)-6-phenylhex-5-en-3-yn-2-yl acetate), O=[O+][O-] (O3), CSC (methylsulfide). Run in CO (methanol). Reaction conditions: temperature 23 celsius, time 1 hour. Product: C(C)(=O)O[C@@H](C)C#CC=O ((S)-4-formylbut-3-yn-2-yl acetate). Isolated yield 81.0%. Reaction SMILES: [C:1]([O:4][C@H:5]([C:7]#[C:8]/[CH:9]=C/C1C=CC=CC=1)[CH3:6])(=[O:3])[CH3:2].[O:17]=[O+][O-].CSC>CO>[C:1]([O:4][C@H:5]([C:7]#[C:8][CH:9]=[O:17])[CH3:6])(=[O:3])[CH3:2]. Reported procedure: A solution of 8 (392 mg, 1.83 mmol) in methanol (4.6 mL) was treated with O3 for 3 min at −78° C. After removing excess O3, the reaction was quenched by slow addition of methylsulfide (1.35 mL, 18.3 mmol) at −78° C. The resulting mixture was stirred for 1 h at −78° C. and for 1 h at 23° C., and then concentrated in vacuo. Purification of the residue via flash chromatography (silica gel 16 mL; 5→15% EtOAc in hexanes) afforded aldehyde 9 (208 mg, 81%) as a colorless oil. The product is CN1C(C(N=C(C2=C1C=CC=C2)C2=CC=CC=C2)NC(=O)NC2=CC(=CC=C2)OC)=O (N-(2,3-Dihydro-1-methyl-2-oxo-5-phenyl-1H-1,4-benzodiazepin-3-yl)-N'-(3-methoxyphenyl)-urea). Run at time 8 hour. As a reaction SMILES: [NH2:1][CH:2]1[N:8]=[C:7]([C:9]2[CH:14]=[CH:13][CH:12]=[CH:11][CH:10]=2)[C:6]2[CH:15]=[CH:16][CH:17]=[CH:18][C:5]=2[N:4]([CH3:19])[C:3]1=[O:20].[CH3:21][O:22][C:23]1[CH:24]=[C:25]([N:29]=[C:30]=[O:31])[CH:26]=[CH:27][CH:28]=1>O1CCCC1>[CH3:19][N:4]1[C:5]2[CH:18]=[CH:17][CH:16]=[CH:15][C:6]=2[C:7]([C:9]2[CH:14]=[CH:13][CH:12]=[CH:11][CH:10]=2)=[N:8][CH:2]([NH:1][C:30]([NH:29][C:25]2[CH:26]=[CH:27][CH:28]=[C:23]([O:22][CH3:21])[CH:24]=2)=[O:31])[C:3]1=[O:20]. Procedure: Equimolar amounts of 3(R,S)-amino-1,3-dihydro-1-methyl-5-phenyl-2H-1,4-benzodiazepin-2-one and 3-methoxyphenylisocyanate were mixed in 8 ml of dry tetrahydrofuran at room temperature. The reaction mixture was allowed to stand for 8 hours and was then filtered. The collected solids were washed with tetrahydrofuran and dried in vacuo over P2O5 to give the analytical product: m.p. 245°-246° C. The reactants are NC1C(N(C2=C(C(=N1)C1=CC=CC=C1)C=CC=C2)C)=O (3(R,S)-amino-1,3-dihydro-1-methyl-5-phenyl-2H-1,4-benzodiazepin-2-one), COC=1C=C(C=CC1)N=C=O (3-methoxyphenylisocyanate). Solvent: O1CCCC1 (tetrahydrofuran). Starting materials: CI (Methyl iodide), ClC1=C(CC2=NC(=C(C(N2)=O)C2=CC=C(C=C2)F)C2=CC=NC=C2)C(=CC=C1)Cl (2-(2,6-dichlorobenzyl)-5-(4-fluorophenyl)-6-(4-pyridyl)-4(3H)-pyrimidinone), C([O-])([O-])=O.[K+].[K+] (potassium carbonate). The solvent is CN(C=O)C (N,N-dimethylformamide). Run at time 2 hour. Yields the product ClC1=C(CC2=NC(=C(C(N2C)=O)C2=CC=C(C=C2)F)C2=CC=NC=C2)C(=CC=C1)Cl (2-(2,6-Dichlorobenzyl)-5-(4-fluorophenyl)-3-methyl-6-(4-pyridyl)-4(3H)-pyrimidinone). Reaction SMILES: CI.[Cl:3][C:4]1[CH:30]=[CH:29][CH:28]=[C:27]([Cl:31])[C:5]=1[CH2:6][C:7]1[NH:12][C:11](=[O:13])[C:10]([C:14]2[CH:19]=[CH:18][C:17]([F:20])=[CH:16][CH:15]=2)=[C:9]([C:21]2[CH:26]=[CH:25][N:24]=[CH:23][CH:22]=2)[N:8]=1.[C:32](=O)([O-])[O-].[K+].[K+]>CN(C)C=O>[Cl:3][C:4]1[CH:30]=[CH:29][CH:28]=[C:27]([Cl:31])[C:5]=1[CH2:6][C:7]1[N:12]([CH3:32])[C:11](=[O:13])[C:10]([C:14]2[CH:15]=[CH:16][C:17]([F:20])=[CH:18][CH:19]=2)=[C:9]([C:21]2[CH:22]=[CH:23][N:24]=[CH:25][CH:26]=2)[N:8]=1 |f:2.3.4|. Procedure details: Methyl iodide (41 ml, 0.65 mmol) was added to a stirring mixture of 2-(2,6-dichlorobenzyl)-5-(4-fluorophenyl)-6-(4-pyridyl)-4(3H)-pyrimidinone (280 mg, 0.61 mmol) and potassium carbonate (181 mg, 1.30 mmol) in N,N-dimethylformamide (2 ml). Stirring was continued for 2 h, followed by evaporation and flash chromatography of the resulting product on a column of silica gel (hexane-acetone=3:1) to yield the title compound as a white solid. MS (m/z): 440.2 (M+H)+; C23H16Cl2FN3O requir. 440.3. Starting materials: BrC1=C(C(=CC=C1F)N)N (3-bromo-4-fluorobenzene-1,2-diamine), CN(C)C=O (DMF), BrC(C(=O)OCC)C (ethyl 2-bromopropionate), C(=O)(O)[O-].[Na+] (NaHCO3). Run in [Cl-].[Na+].O (brine). Run at temperature 90 celsius, time 15 hour. Yields the product BrC=1C(=CC=C2NC(C(NC12)=O)C)F (8-bromo-7-fluoro-3-methyl-3,4-dihydroquinoxalin-2(1H)-one). The yield is 95.5%. As a reaction SMILES: [Br:1][C:2]1[C:7]([F:8])=[CH:6][CH:5]=[C:4]([NH2:9])[C:3]=1[NH2:10].CN(C=O)C.Br[CH:17]([CH3:23])[C:18](OCC)=[O:19].C([O-])(O)=O.[Na+]>[Cl-].[Na+].O>[Br:1][C:2]1[C:7]([F:8])=[CH:6][CH:5]=[C:4]2[C:3]=1[NH:10][C:18](=[O:19])[CH:17]([CH3:23])[NH:9]2 |f:3.4,5.6.7|. Procedure details: A 500 mL round-bottomed flask charged with 3-bromo-4-fluorobenzene-1,2-diamine (600c) (18 g, 88 mmol), DMF (100 mL), ethyl 2-bromopropionate (Sigma Aldrich, 11.54 mL, 89 mmol) and NaHCO3 (7.60 g powder, 90 mmol) was heated to 90° C. with a reflux condenser for 30 min, then at 120° C. for 15 h. The reaction mixture was cooled to RT, treated with brine and extracted with EtOAc (2×200 mL), washed with brine (3×) and dried over Na2SO4, filtered and concentrated affording crude 8-bromo-7-fluoro-3-met... Product: C(=O)(OC)C1=CC(N=C2N1C1=C(C(=NC2)C2=C(C=CC=C2)Cl)C=C(C=C1)Cl)=O (1-carbomethoxy-9-chloro-7-(o-chlorophenyl)pyrimido[1,2-a][1,4]benzodiazepin-3(5H)-one). The reactants are C(#CC(=O)OC)C(=O)OC (dimethyl acetylenedicarboxylate), NC1=NC2=C(C(=NC1)C1=C(C=CC=C1)Cl)C=C(C=C2)Cl (2-amino-7-chloro-5-(o-chlorophenyl)-3H-1,4-benzodiazepine). Run in CO (methanol). Reported procedure: In the manner given in Example 21, 2-amino-7-chloro-5-(o-chlorophenyl)-3H-1,4-benzodiazepine was heated in methanol with dimethyl acetylenedicarboxylate to give 1-carbomethoxy-9-chloro-7-(o-chlorophenyl)pyrimido[1,2-a][1,4]benzodiazepin-3(5H)-one. RXN SMILES: [NH2:1][C:2]1[CH2:8][N:7]=[C:6]([C:9]2[CH:14]=[CH:13][CH:12]=[CH:11][C:10]=2[Cl:15])[C:5]2[CH:16]=[C:17]([Cl:20])[CH:18]=[CH:19][C:4]=2[N:3]=1.[C:21]([C:27](OC)=[O:28])#[C:22][C:23]([O:25][CH3:26])=[O:24]>CO>[C:23]([C:22]1[N:3]2[C:4]3[CH:19]=[CH:18][C:17]([Cl:20])=[CH:16][C:5]=3[C:6]([C:9]3[CH:14]=[CH:13][CH:12]=[CH:11][C:10]=3[Cl:15])=[N:7][CH2:8][C:2]2=[N:1][C:27](=[O:28])[CH:21]=1)([O:25][CH3:26])=[O:24]. The reactants are C(C)OC([C@H](CC1=CC=C(C=C1)OCC(=O)O)OC)=O ((2S)-3-(4-carboxymethoxy-phenyl)-2-methoxy-propionic acid ethyl ester), O(C1=CC=CC=C1)C1=CC=C(C=C1)N (4-phenoxy-phenylamine), C(C)O[C@H](C(=O)O)CC1=CC=C(C=C1)O[C@H](C)C(NCCC1=CC=C(C=C1)OC1=CC=CC=C1)=O ((2S,1R)-2-ethoxy-3-(4-{1-[2-(4-phenoxy-phenyl)-ethylcarbamoyl]-ethoxy}-phenyl)-propionic acid). Yields the product CO[C@H](C(=O)O)CC1=CC=C(C=C1)OCC(NC1=CC=C(C=C1)OC1=CC=CC=C1)=O ((2S)-2-methoxy-3-{4-[(4-phenoxy-phenylcarbamoyl)-methoxy]-phenyl}-propionic acid). As a reaction SMILES: C([O:3][C:4](=[O:20])[C@@H:5]([O:18][CH3:19])[CH2:6][C:7]1[CH:12]=[CH:11][C:10]([O:13][CH2:14][C:15]([OH:17])=O)=[CH:9][CH:8]=1)C.[O:21]([C:28]1[CH:33]=[CH:32][C:31]([NH2:34])=[CH:30][CH:29]=1)[C:22]1[CH:27]=[CH:26][CH:25]=[CH:24][CH:23]=1.C(O[C@@H](CC1C=CC(O[C@@H](C(=O)NCCC2C=CC(OC3C=CC=CC=3)=CC=2)C)=CC=1)C(O)=O)C>>[CH3:19][O:18][C@@H:5]([CH2:6][C:7]1[CH:8]=[CH:9][C:10]([O:13][CH2:14][C:15](=[O:17])[NH:34][C:31]2[CH:30]=[CH:29][C:28]([O:21][C:22]3[CH:27]=[CH:26][CH:25]=[CH:24][CH:23]=3)=[CH:33][CH:32]=2)=[CH:11][CH:12]=1)[C:4]([OH:3])=[O:20]. Reported procedure: The title compound was prepared from (2S)-3-(4-carboxymethoxy-phenyl)-2-methoxy-propionic acid ethyl ester (PREPARATION 3, step 2) and 4-phenoxy-phenylamine via the same procedure used for the preparation of (2S,1R)-2-ethoxy-3-(4-{1-[2-(4-phenoxy-phenyl)-ethylcarbamoyl]-ethoxy}-phenyl)-propionic acid (Example 1, step 3) to produce a colorless oil. MS (ES) for C24H23NO6 [M+H]+: 421.